This data is from the Open Reaction Database (ORD), a public repository of structured organic reaction records. The task is: describe an organic reaction: reactants, conditions, products, and yield Reactants: ClC=1C=C(C=CC1Cl)C1(CN(CC1)C(C1=C(C=CC=C1OC)OC)=O)CCN1CCC(CC1)(C(=O)N)C1=CC=CC=C1 (1-[2-[3-(3,4-Dichloro-phenyl)-1-(2,6-dimethoxy-benzoyl)-pyrrolidin-3-yl]-ethyl]-4-phenyl-piperidine-4-carboxylic acid amide), Cl (HCl). Run in ClCCl (dichloromethane), ClCCl (dichloromethane). Conditions: time 1 hour. The product is Cl.ClC=1C=C(C=CC1Cl)C1(CN(CC1)C(C1=C(C=CC=C1OC)OC)=O)CCN1CCC(CC1)(C(=O)N)C1=CC=CC=C1 (1-[2-[3-(3,4-dichloro-phenyl)-1-(2,6-dimethoxy-benzoyl)-pyrrolidin-3-yl]-ethyl]-4-phenyl-piperidine-4-carboxylic acid amide hydrochloride). As a reaction SMILES: [Cl:1][C:2]1[CH:3]=[C:4]([C:9]2([CH2:26][CH2:27][N:28]3[CH2:33][CH2:32][C:31]([C:37]4[CH:42]=[CH:41][CH:40]=[CH:39][CH:38]=4)([C:34]([NH2:36])=[O:35])[CH2:30][CH2:29]3)[CH2:13][CH2:12][N:11]([C:14](=[O:25])[C:15]3[C:20]([O:21][CH3:22])=[CH:19][CH:18]=[CH:17][C:16]=3[O:23][CH3:24])[CH2:10]2)[CH:5]=[CH:6][C:7]=1[Cl:8].Cl>ClCCl>[ClH:1].[Cl:1][C:2]1[CH:3]=[C:4]([C:9]2([CH2:26][CH2:27][N:28]3[CH2:29][CH2:30][C:31]([C:37]4[CH:38]=[CH:39][CH:40]=[CH:41][CH:42]=4)([C:34]([NH2:36])=[O:35])[CH2:32][CH2:33]3)[CH2:13][CH2:12][N:11]([C:14](=[O:25])[C:15]3[C:16]([O:23][CH3:24])=[CH:17][CH:18]=[CH:19][C:20]=3[O:21][CH3:22])[CH2:10]2)[CH:5]=[CH:6][C:7]=1[Cl:8] |f:3.4|. Procedure: 1-[2-[3-(3,4-Dichloro-phenyl)-1-(2,6-dimethoxy-benzoyl)-pyrrolidin-3-yl]-ethyl]-4-phenyl-piperidine-4-carboxylic acid amide (1.8 mmol) was dissolved in dichloromethane (20 mL) and treated with a solution of dichloromethane saturated with HCl(g) (20 mL). The solution was allowed to stir for 1 h. The solution was concentrated in vacuo to obtain a residue. The residue was dried under high vacuum at 56° C. for 18 h to give the title compound. Reactants: NC1=C(C(=O)N(C)OC)C=CC(=N1)Cl (2-Amino-6-chloro-N-methoxy-N-methyl-nicotinamide), IC=1C=C(C=CC1)OC (3-iodoanisole). Product: NC1=NC(=CC=C1C(=O)C1=CC(=CC=C1)OC)Cl ((2-Amino-6-chloro-pyridin-3-yl)-(3-methoxy-phenyl)-methanone). RXN SMILES: [NH2:1][C:2]1[N:13]=[C:12]([Cl:14])[CH:11]=[CH:10][C:3]=1[C:4](N(OC)C)=[O:5].I[C:16]1[CH:17]=[C:18]([O:22][CH3:23])[CH:19]=[CH:20][CH:21]=1>>[NH2:1][C:2]1[C:3]([C:4]([C:16]2[CH:21]=[CH:20][CH:19]=[C:18]([O:22][CH3:23])[CH:17]=2)=[O:5])=[CH:10][CH:11]=[C:12]([Cl:14])[N:13]=1. Procedure details: The title compound was prepared from 2-Amino-6-chloro-N-methoxy-N-methyl-nicotinamide (Example 3) and 3-iodoanisole (Aldrich) using the procedure described in Example 7. HRMS, observed: 262.0514, Calcd for M+: 262.0509. Starting materials: FC(F)(F)c1ccc(CBr)cc1, CC(C)=O, O=c1[nH]nc2c(-c3ccccc3)c(-c3ccc(Cl)cc3)ncn12, O=C(NNc1ncnc(-c2ccc(Cl)cc2)c1-c1ccccc1)OC(Cl)(Cl)Cl, [K+], [K+], O=C([O-])[O-]. Product: O=c1n(Cc2ccc(C(F)(F)F)cc2)nc2c(-c3ccccc3)c(-c3ccc(Cl)cc3)ncn12. Reaction SMILES: [Br:52][CH2:53][c:54]1[cH:55][cH:56][c:57]([C:60]([F:61])([F:62])[F:63])[cH:58][cH:59]1.[CH3:70][C:71](=[O:72])[CH3:73].[Cl:1][c:2]1[cH:3][cH:4][c:5](-[c:8]2[c:9](-[c:18]3[cH:19][cH:20][cH:21][cH:22][cH:23]3)[c:10]3[n:11]([cH:12][n:13]2)[c:14](=[O:17])[nH:15][n:16]3)[cH:6][cH:7]1.[Cl:24][c:25]1[cH:26][cH:27][c:28](-[c:29]2[n:30][cH:31][n:32][c:33]([NH:34][NH:35][C:36]([O:37][C:38]([Cl:39])([Cl:40])[Cl:41])=[O:42])[c:43]2-[c:44]2[cH:45][cH:46][cH:47][cH:48][cH:49]2)[cH:50][cH:51]1.[K+:64].[K+:65].[O-:66][C:67]([O-:68])=[O:69]>>[Cl:1][c:2]1[cH:3][cH:4][c:5](-[c:8]2[c:9](-[c:18]3[cH:19][cH:20][cH:21][cH:22][cH:23]3)[c:10]3[n:11]([cH:12][n:13]2)[c:14](=[O:17])[n:15]([CH2:53][c:54]2[cH:55][cH:56][c:57]([C:60]([F:61])([F:62])[F:63])[cH:58][cH:59]2)[n:16]3)[cH:6][cH:7]1.